From a dataset of the Open Reaction Database (ORD), a public repository of structured organic reaction records. describe an organic reaction: reactants, conditions, products, and yield Starting materials: COc1cc(OC)c(F)c(N2Cc3cnc(S(C)=O)nc3N(C3CCCC3)C2=O)c1, NCC(O)CO. The product is COc1cc(OC)c(F)c(N2Cc3cnc(NCC(O)CO)nc3N(C3CCCC3)C2=O)c1. Reaction SMILES: [CH:1]1([N:6]2[C:7](=[O:30])[N:8]([c:19]3[c:20]([F:29])[c:21]([O:27][CH3:28])[cH:22][c:23]([O:25][CH3:26])[cH:24]3)[CH2:9][c:10]3[c:11]2[n:12][c:13]([S:16]([CH3:17])=[O:18])[n:14][cH:15]3)[CH2:2][CH2:3][CH2:4][CH2:5]1.[NH2:31][CH2:32][CH:33]([CH2:34][OH:35])[OH:36]>>[CH:1]1([N:6]2[C:7](=[O:30])[N:8]([c:19]3[c:20]([F:29])[c:21]([O:27][CH3:28])[cH:22][c:23]([O:25][CH3:26])[cH:24]3)[CH2:9][c:10]3[c:11]2[n:12][c:13]([NH:31][CH2:32][CH:33]([CH2:34][OH:35])[OH:36])[n:14][cH:15]3)[CH2:2][CH2:3][CH2:4][CH2:5]1. Starting materials: CO, Cl, OC1c2ccccc2-c2ccc(OC3CN4CCC3CC4)cc21. Yields the product Cl, c1ccc2c(c1)Cc1cc(OC3CN4CCC3CC4)ccc1-2. As a reaction SMILES: [CH3:25][OH:26].[ClH:24].[N:1]12[CH2:2][CH:3]([O:9][c:10]3[cH:11][c:12]4[c:20]([cH:21][cH:22]3)-[c:19]3[c:14]([cH:15][cH:16][cH:17][cH:18]3)[CH:13]4[OH:23])[CH:4]([CH2:5][CH2:6]1)[CH2:7][CH2:8]2>>[ClH:24].[N:1]12[CH2:2][CH:3]([O:9][c:10]3[cH:11][c:12]4[c:20]([cH:21][cH:22]3)-[c:19]3[c:14]([cH:15][cH:16][cH:17][cH:18]3)[CH2:13]4)[CH:4]([CH2:5][CH2:6]1)[CH2:7][CH2:8]2. Starting materials: K2Cr2O7, O (H2O), [OH-].[Na+] (sodium hydroxide), C(C)N1C(=NC2=C1C=C(C(=C2)SC2=C1C=CN=CC1=CC=C2)[N+](=O)[O-])C (1-Ethyl-5-(5-isoquinolylsulfanyl)-2-methyl-6-nitro-1H-benzo[d]imidazole). Run in OS(=O)(=O)O (H2SO4), S(O)(O)(=O)=O (sulfuric acid). Run at time 8 hour. The product is C(C)N1C(=NC2=C1C=C(C(=C2)S(=O)(=O)C2=C1C=CN=CC1=CC=C2)[N+](=O)[O-])C (1-ethyl-5-(5-isoquinolylsulfonyl)-2-methyl-6-nitro-1H-benzo[d]imidazole). Yield: 20.8%. Reaction SMILES: [CH2:1]([N:3]1[C:7]2[CH:8]=[C:9]([N+:23]([O-:25])=[O:24])[C:10]([S:12][C:13]3[CH:22]=[CH:21][CH:20]=[C:19]4[C:14]=3[CH:15]=[CH:16][N:17]=[CH:18]4)=[CH:11][C:6]=2[N:5]=[C:4]1[CH3:26])[CH3:2].[OH2:27].[OH-:28].[Na+]>S(=O)(=O)(O)O>[CH2:1]([N:3]1[C:7]2[CH:8]=[C:9]([N+:23]([O-:25])=[O:24])[C:10]([S:12]([C:13]3[CH:22]=[CH:21][CH:20]=[C:19]4[C:14]=3[CH:15]=[CH:16][N:17]=[CH:18]4)(=[O:28])=[O:27])=[CH:11][C:6]=2[N:5]=[C:4]1[CH3:26])[CH3:2] |f:2.3|. Procedure: 1-Ethyl-5-(5-isoquinolylsulfanyl)-2-methyl-6-nitro-1H-benzo[d]imidazole 300 mg (0.8 mmol) was dissolved in concentrated sulfuric acid 3 ml, Beckmann's reagent (K2Cr2O7 1 g, H2SO4 1 ml, H2O 9 ml) 6 ml was added dropwise, and the mixture was stirred overnight at room temperature. The reaction mixture was neutralized with 4N sodium hydroxide and extracted with ethyl acetate. The organic layer was dried over anhydrous magnesium sulfate and concentrated under reduced pressure, and 1-ethyl-5-(5-isoqui... The reactants are COC(=O)c1cc([N+](=O)[O-])c(Cl)c([N+](=O)[O-])c1, [Cu], Ic1ccccc1. Yields the product COC(=O)c1cc([N+](=O)[O-])c(-c2ccccc2)c([N+](=O)[O-])c1. RXN SMILES: [Cl:1][c:2]1[c:3]([N+:15](=[O:16])[O-:17])[cH:4][c:5]([C:6](=[O:7])[O:8][CH3:9])[cH:10][c:11]1[N+:12](=[O:13])[O-:14].[Cu:25].[I:18][c:19]1[cH:20][cH:21][cH:22][cH:23][cH:24]1>>[c:2]1(-[c:19]2[cH:20][cH:21][cH:22][cH:23][cH:24]2)[c:3]([N+:15](=[O:16])[O-:17])[cH:4][c:5]([C:6](=[O:7])[O:8][CH3:9])[cH:10][c:11]1[N+:12](=[O:13])[O-:14]. RXN SMILES: [NH2:1][C@H:2]([C:9]([OH:11])=[O:10])[CH2:3][C:4]1N=[CH:7][NH:6][CH:5]=1>N[C@H](C(O)=O)CCCNC(=N)N>[NH2:1][C@H:2]([C:9]([OH:11])=[O:10])[CH2:3][C:4]1[C:5]2[C:7](=[CH:9][CH:2]=[CH:3][CH:4]=2)[NH:6][CH:5]=1. Reported procedure: 10 ml 8% arginine (m/v), 0.4% histidine (m/v) Product: N[C@@H](CC1=CNC2=CC=CC=C12)C(=O)O (L-tryptophan). The reactants are N[C@@H](CC1=CNC=N1)C(=O)O (histidine). Solvent: N[C@@H](CCCNC(N)=N)C(=O)O (arginine).